This data is from the Open Reaction Database (ORD), a public repository of structured organic reaction records. The task is: describe an organic reaction: reactants, conditions, products, and yield Reactants: CN(C)C=O, CCC(CF)(CF)CC=O. The product is CCC(CF)(CF)CC(=O)O. As a reaction SMILES: [CH3:11][N:12]([CH3:13])[CH:15]=[O:14].[F:1][CH2:2][C:3]([CH2:4][CH:5]=[O:6])([CH2:7][CH3:8])[CH2:9][F:10]>>[F:1][CH2:2][C:3]([CH2:4][C:5](=[O:6])[OH:14])([CH2:7][CH3:8])[CH2:9][F:10]. The reactants are [Cl-].[NH4+] (ammonium chloride), C(CC)(=O)C1=CC=CC=C1 (Propiophenone), CC1=C(C=CC=C1)[Mg]Cl (2-methylphenylmagnesium chloride), solution, C1CCOC1 (THF). The solvent is C(C)OCC (diethyl ether). Yields the product CC1=C(C=CC=C1)C(CC)(O)C1=CC=CC=C1 (1-(2-methyl phenyl)-1-phenyl-1-propanol). The yield is 92.0%. As a reaction SMILES: [C:1]([C:5]1[CH:10]=[CH:9][CH:8]=[CH:7][CH:6]=1)(=[O:4])[CH2:2][CH3:3].[CH3:11][C:12]1[CH:17]=[CH:16][CH:15]=[CH:14][C:13]=1[Mg]Cl.C1COCC1.[Cl-].[NH4+]>C(OCC)C>[CH3:11][C:12]1[CH:17]=[CH:16][CH:15]=[CH:14][C:13]=1[C:1]([C:5]1[CH:10]=[CH:9][CH:8]=[CH:7][CH:6]=1)([OH:4])[CH2:2][CH3:3] |f:3.4|. Procedure: Propiophenone (6.7 g, 50 mmol) was added dropwise to a solution of 2-methylphenylmagnesium chloride (30 ml of a 2.0 M solution in diethyl ether) and dry THF (50 ml) under a nitrogen atmosphere. When the addition was complete the reaction mixture was heated at reflux temperature for 5 h. Excess of a saturated ammonium chloride solution was added and the mixture was extracted with diethyl ether (2×100 ml). The combined organic extracts were dried over potassium carbonate and the solvent was evapor... Starting materials: [N+](=O)([O-])C=1C=C(C=CC1)C=CC#N (3-(3-nitro-phenyl)-acrylonitrile). The reagents and catalysts are [Fe] (Iron). Run in CC(=O)O (AcOH). Reaction conditions: time 3 hour. The product is NC=1C=C(C=CC1)C=CC#N (3-(3-Amino-phenyl)-acrylonitrile). RXN SMILES: [N+:1]([C:4]1[CH:5]=[C:6]([CH:10]=[CH:11][C:12]#[N:13])[CH:7]=[CH:8][CH:9]=1)([O-])=O>CC(O)=O.[Fe]>[NH2:1][C:4]1[CH:5]=[C:6]([CH:10]=[CH:11][C:12]#[N:13])[CH:7]=[CH:8][CH:9]=1. Procedure details: A solution of 3-(3-nitro-phenyl)-acrylonitrile (500 mg, 2.87 mmol) in 5% aqueous AcOH (10 ml) was heated to 80° C. Iron powder (1.44 g, 25.8 mmol) was then added and the resulting mixture was stirred for 3 h. The reaction mixture was filtered through celite and the filter cake washed with MeCN (4×50 ml). The combined MeCN layers were evaporated in vacuo and the residue was re-dissolved in EtOAc (30 ml) and HCl (30 ml). The aqueous layer was separated, basified to pH 10 with 6M NaOH, and extracte...